Dataset: the Open Reaction Database (ORD), a public repository of structured organic reaction records. Task: describe an organic reaction: reactants, conditions, products, and yield RXN SMILES: [CH3:34][N:35]([CH3:36])[CH:37]=[O:38].[CH3:3][O:4][CH2:5][C:6](=[O:7])[NH:8][c:9]1[cH:10][c:11](-[c:15]2[n:16][c:17]([CH2:20][n:21]3[n:22][cH:23][c:24]([C:26](=[O:27])[O:28][CH2:29][CH3:30])[cH:25]3)[s:18][cH:19]2)[cH:12][cH:13][cH:14]1.[H-:1].[I:31][CH3:32].[Na+:2].[O:39]1[CH2:40][CH2:41][CH2:42][CH2:43]1.[OH2:33]>>[CH3:3][O:4][CH2:5][C:6](=[O:7])[N:8]([c:9]1[cH:10][c:11](-[c:15]2[n:16][c:17]([CH2:20][n:21]3[n:22][cH:23][c:24]([C:26](=[O:27])[O:28][CH2:29][CH3:30])[cH:25]3)[s:18][cH:19]2)[cH:12][cH:13][cH:14]1)[CH3:32]. Yields the product CCOC(=O)c1cnn(Cc2nc(-c3cccc(N(C)C(=O)COC)c3)cs2)c1. The reactants are CN(C)C=O, CCOC(=O)c1cnn(Cc2nc(-c3cccc(NC(=O)COC)c3)cs2)c1, [H-], CI, [Na+], C1CCOC1, O.